Dataset: the Open Reaction Database (ORD), a public repository of structured organic reaction records. Task: describe an organic reaction: reactants, conditions, products, and yield Starting materials: ClC1=CC=C2C(=CC=NC2=C1)NCC(C1=CC=CC=C1)O (7-chloro-N-(2-hydroxy-2-phenylethyl)-4-quinolinamine), C (charcoal), C(C)(=O)[O-].[Na+] (sodium acetate), [H][H] (hydrogen). Reagents/catalysts: [Pd] (palladium). Run in C(C)(=O)O (acetic acid), CO (methanol). The product is OC(CNC1=CC=NC2=CC=CC=C12)C1=CC=CC=C1 (N-(2-hydroxy-2-phenylethyl)-4-quinolinamine). Reaction SMILES: Cl[C:2]1[CH:11]=[C:10]2[C:5]([C:6]([NH:12][CH2:13][CH:14]([OH:21])[C:15]3[CH:20]=[CH:19][CH:18]=[CH:17][CH:16]=3)=[CH:7][CH:8]=[N:9]2)=[CH:4][CH:3]=1.C.C([O-])(=O)C.[Na+].[H][H]>[Pd].CO.C(O)(=O)C>[OH:21][CH:14]([C:15]1[CH:20]=[CH:19][CH:18]=[CH:17][CH:16]=1)[CH2:13][NH:12][C:6]1[C:5]2[C:10](=[CH:11][CH:2]=[CH:3][CH:4]=2)[N:9]=[CH:8][CH:7]=1 |f:2.3|. Procedure details: A mixture of 7-chloro-N-(2-hydroxy-2-phenylethyl)-4-quinolinamine (10 g), 0.8 g of palladium on powdered charcoal (10%), 5 ml of acetic acid, 7 g of sodium acetate.3H2O and 200 ml of methanol was hydrogenated at room temperature with shaking at 30-50 psi until completion of hydrogen uptake. The catalyst was filtered and the solvent evaporated. The oil residue was dissolved in 20 ml of water and the solution made alkaline (pH=10) with and NaOH solution. The crystalline compound was filtered and r... Reactants: [H-].[Na+] (NaH), C(C)(C)(C)OC(=O)N1CCC=2NC=3C=CC=CC3C2CC1.NC(CN1C2=C(C=3C=CC=CC13)CCN(CC2)C(=O)OC(C)(C)C)=O (tert-butyl 6-(2-amino-2-oxoethyl)-1,4,5,6-tetrahydroazepino[4,5-b]indole-3(2H)-carboxylate tert-Butyl 1,4,5,6-tetrahydroazepino[4,5-b]indole-3(2H)-carboxylate), ICC(=O)N (iodoacetamide), [H-].[Na+] (NaH). The solvent is CN(C)C=O (DMF). Run at time 16 hour. Yields the product NC(CN1C2=C(C=3C=CC=CC13)CCN(CC2)C(=O)OC(C)(C)C)=O (tert-butyl 6-(2-amino-2-oxoethyl)-1,4,5,6-tetrahydroazepino[4,5-b]indole-3(2H)-carboxylate). Isolated yield 43.0%. RXN SMILES: C(OC(N1CCC2C3C=CC=CC=3NC=2CC1)=O)(C)(C)C.[NH2:22][C:23](=[O:46])[CH2:24][N:25]1[C:33]2[CH:32]=[CH:31][CH:30]=[CH:29][C:28]=2[C:27]2[CH2:34][CH2:35][N:36]([C:39]([O:41][C:42]([CH3:45])([CH3:44])[CH3:43])=[O:40])[CH2:37][CH2:38][C:26]1=2.ICC(N)=O.[H-].[Na+]>CN(C=O)C>[NH2:22][C:23](=[O:46])[CH2:24][N:25]1[C:33]2[CH:32]=[CH:31][CH:30]=[CH:29][C:28]=2[C:27]2[CH2:34][CH2:35][N:36]([C:39]([O:41][C:42]([CH3:44])([CH3:43])[CH3:45])=[O:40])[CH2:37][CH2:38][C:26]1=2 |f:0.1,3.4|. Procedure: Preparation of tert-butyl 6-(2-amino-2-oxoethyl)-1,4,5,6-tetrahydroazepino[4,5-b]indole-3(2H)-carboxylate tert-Butyl 1,4,5,6-tetrahydroazepino[4,5-b]indole-3(2H)-carboxylate (0.0994 g, 0.347) and iodoacetamide (0.0704 g, 0.381 mmol, 1.10 equiv.) was dissolved in DMF (1 mL) at rt under N2. NaH (0.033 g, 0.825 mmol, 2.38 equiv., 60% dispersion) was added, and the reaction mixture was stirred for 16 h. Additional NaH (0.039 g) was added and the reaction mixture was stirred for 1.5 h. The reaction m... The reactants are OC1=C(C=CC(=C1)O)C(CC1CCC(CC1)C(=O)OCC)=O (ethyl 4-(2-(2,4-dihydroxyphenyl)-2-oxoethyl)cyclohexanecarboxylate), BrC1=CC=C(C=C1)CC(=O)O (2-(4-bromophenyl)acetic acid). The product is BrC1=CC=C(C=C1)CC(=O)C1=C(C=C(C=C1)O)O (2-(4-bromophenyl)-1-(2,4-dihydroxyphenyl)ethanone). Isolated yield 27.9%. Reaction SMILES: [OH:1][C:2]1[CH:7]=[C:6]([OH:8])[CH:5]=[CH:4][C:3]=1[C:9](=[O:22])[CH2:10][CH:11]1[CH2:16][CH2:15][CH:14](C(OCC)=O)[CH2:13][CH2:12]1.[Br:23]C1C=CC(CC(O)=O)=CC=1>>[Br:23][C:14]1[CH:15]=[CH:16][C:11]([CH2:10][C:9]([C:3]2[CH:4]=[CH:5][C:6]([OH:8])=[CH:7][C:2]=2[OH:1])=[O:22])=[CH:12][CH:13]=1. Reported procedure: Followed Step 4 of Intermediate C, starting with 2-(4-bromophenyl)acetic acid to give product as an orange powder (20 g, 27.9%). MS (ESI): m/z 307.0, 309.0 [M+1]+, [M+3]+.